Dataset: the Open Reaction Database (ORD), a public repository of structured organic reaction records. Task: describe an organic reaction: reactants, conditions, products, and yield Starting materials: BrC=C(C)C=1C=CC(=NC1)C (5-(2-Bromo-1-methyl-vinyl)-2-methyl-pyridine), ClC1=CC=2C3=C(NC2C=C1)CC(N(C3)C)C (8-Chloro-2,3-dimethyl-2,3,4,5-tetrahydro-1H-pyrido[4,3-b]indole), N1[C@H](C(=O)O)CCC1 (L-proline), P(=O)([O-])([O-])[O-].[K+].[K+].[K+] (potassium phosphate). The reagents and catalysts are [Cu]I (Copper (I) iodide). Run in CN(C)C=O (DMF). Reaction conditions: time 10 minute. The product is ClC1=CC=2C3=C(N(C2C=C1)\C=C(/C)\C=1C=NC(=CC1)C)CC(N(C3)C)C ((E)-8-chloro-2,3-dimethyl-5-(2-(6-methylpyridin-3-yl)prop-1-enyl)-2,3,4,5-tetrahydro-1H-pyrido[4,3-b]indole). RXN SMILES: [Cl:1][C:2]1[CH:10]=[CH:9][C:8]2[NH:7][C:6]3[CH2:11][CH:12]([CH3:16])[N:13]([CH3:15])[CH2:14][C:5]=3[C:4]=2[CH:3]=1.N1CCC[C@H]1C(O)=O.P([O-])([O-])([O-])=O.[K+].[K+].[K+].Br[CH:34]=[C:35]([C:37]1[CH:38]=[CH:39][C:40]([CH3:43])=[N:41][CH:42]=1)[CH3:36]>CN(C=O)C.[Cu]I>[Cl:1][C:2]1[CH:10]=[CH:9][C:8]2[N:7](/[CH:34]=[C:35](/[C:37]3[CH:42]=[N:41][C:40]([CH3:43])=[CH:39][CH:38]=3)\[CH3:36])[C:6]3[CH2:11][CH:12]([CH3:16])[N:13]([CH3:15])[CH2:14][C:5]=3[C:4]=2[CH:3]=1 |f:2.3.4.5|. Procedure: 8-Chloro-2,3-dimethyl-2,3,4,5-tetrahydro-1H-pyrido[4,3-b]indole (117 mg, 0.5 mmol) was dissolved in DMF. Copper (I) iodide (9.5 mg, 0.05 mmol), L-proline (11.5 mg, 0.1 mmol) and potassium phosphate (212 mg, 1 mmol) were added and the reaction mixture was stirred for 10 min. at RT. 5-(2-Bromo-1-methyl-vinyl)-2-methyl-pyridine (107.83 mg, 0.55 mmol) was added dropwise and the reaction mixture was purged with nitrogen. The reaction mixture was heated overnight at 85° C. (prolonged heating in some c... Starting materials: C[Si](C)(C)[N-][Si](C)(C)C.[Li+] (lithium bis(trimethylsilyl)amide), COC1=CC(=NC=N1)N (6-methoxypyrimidin-4-amine), COC1=C(C=CC(=C1)C(F)(F)F)C1=NC=CC2=CC(=CC=C12)S(=O)(=O)OC1=C(C(=C(C(=C1F)F)F)F)F (perfluorophenyl 1-(2-methoxy-4-(trifluoromethyl)phenyl)isoquinoline-6-sulfonate). Solvent: 2Me-THF, 2Me-THF. Conditions: time 1 hour. Yields the product COC1=C(C=CC(=C1)C(F)(F)F)C1=NC=CC2=CC(=CC=C12)S(=O)(=O)NC1=NC=NC(=C1)OC (1-(2-methoxy-4-(trifluoromethyl)phenyl)-N-(6-methoxypyrimidin-4-yl)isoquinoline-6-sulfonamide). Yield: 5.6%. As a reaction SMILES: [CH3:1][O:2][C:3]1[N:8]=[CH:7][N:6]=[C:5]([NH2:9])[CH:4]=1.C[Si]([N-][Si](C)(C)C)(C)C.[Li+].[CH3:20][O:21][C:22]1[CH:27]=[C:26]([C:28]([F:31])([F:30])[F:29])[CH:25]=[CH:24][C:23]=1[C:32]1[C:41]2[C:36](=[CH:37][C:38]([S:42](OC3C(F)=C(F)C(F)=C(F)C=3F)(=[O:44])=[O:43])=[CH:39][CH:40]=2)[CH:35]=[CH:34][N:33]=1>>[CH3:20][O:21][C:22]1[CH:27]=[C:26]([C:28]([F:29])([F:30])[F:31])[CH:25]=[CH:24][C:23]=1[C:32]1[C:41]2[C:36](=[CH:37][C:38]([S:42]([NH:9][C:5]3[CH:4]=[C:3]([O:2][CH3:1])[N:8]=[CH:7][N:6]=3)(=[O:44])=[O:43])=[CH:39][CH:40]=2)[CH:35]=[CH:34][N:33]=1 |f:1.2|. Procedure details: To a vial containing 6-methoxypyrimidin-4-amine (0.063, 0.503 mmol) in 2Me-THF (1 ml) was added lithium bis(trimethylsilyl)amide (237 μl, 0.237 mmol) at −78° C. and stirred for 1 h. To this was then added a solution of perfluorophenyl 1-(2-methoxy-4-(trifluoromethyl)phenyl)isoquinoline-6-sulfonate (Intermediate LLL; 100 mg, 0.182 mmol) in 2Me-THF (1 ml) at −78° C. dropwise and stirred for 1 h. Reaction mixture was quenched with 3 drops of methanol and purified via reverse-phase chromatography wi... The reactants are N#N (N2), BrC=1C=NNC1 (4-bromopyrazole), IC1=CC=CC=C1 (1-iodobenzene), N[C@H]1[C@@H](CCCC1)N ((+/−)-trans-1,2-diaminocyclohexane), C([O-])([O-])=O.[K+].[K+] (potassium carbonate). The reagents and catalysts are [Cu](I)I (Copper iodide). Run in O1CCOCC1 (dioxane), CCOC(=O)C (EtOAc). Product: BrC=1C=NN(C1)C1=CC=CC=C1 (4-bromo-1-phenyl-1H-pyrazole). As a reaction SMILES: [Br:1][C:2]1[CH:3]=[N:4][NH:5][CH:6]=1.I[C:8]1[CH:13]=[CH:12][CH:11]=[CH:10][CH:9]=1.N[C@@H]1CCCC[C@H]1N.C(=O)([O-])[O-].[K+].[K+].N#N>CCOC(C)=O.[Cu](I)I.O1CCOCC1>[Br:1][C:2]1[CH:3]=[N:4][N:5]([C:8]2[CH:13]=[CH:12][CH:11]=[CH:10][CH:9]=2)[CH:6]=1 |f:3.4.5|. Procedure details: A sealable tube was charged with 4-bromopyrazole (4.000 g, 27.2 mmol), 1-iodobenzene (3.64 ml, 32.7 mmol), (+/−)-trans-1,2-diaminocyclohexane (0.654 ml, 5.44 mmol), Copper iodide (I) (0.518 g, 2.72 mmol), potassium carbonate (8.28 g, 59.9 mmol) and 13 mL dioxane added. The mixture was blanketed with N2, the vessel sealed and heated to 100 C for 16 h. The mixture was allowed to cool to rt, diluted with EtOAc, washed with water, and an emullsion formed. The organic layer separated and the aqueous ... The reactants are FC1=CC=C(C2=CC=CC=C12)[N+](=O)[O-] (4-Fluoro-1-nitro-naphthalene). Reagents/catalysts: [Pd] (Palladium on activated charcoal). The solvent is CCOC(=O)C (EtOAc). Reaction conditions: time 5 hour. Yields the product FC1=CC=C(C2=CC=CC=C12)N (4-Fluoro-1-aminonaphthalene). Reaction SMILES: [F:1][C:2]1[C:11]2[C:6](=[CH:7][CH:8]=[CH:9][CH:10]=2)[C:5]([N+:12]([O-])=O)=[CH:4][CH:3]=1>CCOC(C)=O.[Pd]>[F:1][C:2]1[C:11]2[C:6](=[CH:7][CH:8]=[CH:9][CH:10]=2)[C:5]([NH2:12])=[CH:4][CH:3]=1. Reported procedure: 4-Fluoro-1-nitro-naphthalene (1 g) was dissolved in EtOAc (20 mL) and placed into a hydrogenating flask containing Palladium on activated charcoal (10%, 0.3 g). The reaction mixture was hydrogenated at 50 psi for 5 hr. During the reaction, the pressure of the hydrogen dropped due to the consuming of the hydrogen, and it was brought back to 50 psi a few times. Finally, the reaction stopped when all the starting material was used. The resulting solution was filtered through a pad of celite and was... Reactants: C(C)(=O)C=1C=CC(=C(C=O)C1)OCC(=O)OC (5-acetyl-2-(methoxycarbonyl) methoxybenzaldehyde), C1CCC2=NCCCN2CC1 (1,8-diazabicyclo[5.4.0]-7-undecene). The solvent is C1(=CC=CC=C1)C (toluene), C1(=CC=CC=C1)C (toluene). The product is C(C)(=O)C=1C=CC2=C(C=C(O2)C(=O)OC)C1 (5-acetyl-2-methoxycarbonylbenzofuran). Isolated yield 40.0%. Reaction SMILES: [C:1]([C:4]1[CH:5]=[CH:6][C:7]([O:12][CH2:13][C:14]([O:16][CH3:17])=[O:15])=[C:8]([CH:11]=1)[CH:9]=O)(=[O:3])[CH3:2].C1CCN2C(=NCCC2)CC1>C1(C)C=CC=CC=1>[C:1]([C:4]1[CH:5]=[CH:6][C:7]2[O:12][C:13]([C:14]([O:16][CH3:17])=[O:15])=[CH:9][C:8]=2[CH:11]=1)(=[O:3])[CH3:2]. Procedure details: To a mixture of 5-acetyl-2-(methoxycarbonyl) methoxybenzaldehyde (4.47 g) in toluene, a solution of 1,8-diazabicyclo[5.4.0]-7-undecene (1.30 g) in toluene (8 ml) was added dropwise for 15 hours at refluxing temperature. After being cooled, the resulting mixture was washed with water, dried lover magnesium sulfate and concentrated under reduced pressure. The resulting precipitates were washed with diethyl ether to give 5-acetyl-2-methoxycarbonylbenzofuran (1.65 g). Starting materials: ClC1=C(C=C(C=C1)S(=O)(=O)NC=1C(=NC=C(C1)Cl)C1=NN=CN1C(C)C)C(F)(F)F (4-Chloro-N-[5-chloro-2-(4-isopropyl-4H-1,2,4-triazol-3-yl)pyridin-3-yl]-3-(trifluoromethyl)benzenesulfonamide), C[N+](=C)C.[I-] (Eschenmoser salt), resultant mixture. Solvent: CN(C)C=O (DMF). Conditions: time 3 hour. The product is ClC1=C(C=C(C=C1)S(=O)(=O)NC=1C(=NC=C(C1)Cl)C1=NN=C(N1C(C)C)CN(C)C)C(F)(F)F (4-Chloro-N-[5-chloro-2-(5-(dimethylamino)methyl-4-isopropyl-4H-1,2,4-triazol-3-yl) pyridin-3-yl]-3-(trifluoromethyl)benzenesulfonamide). Reaction SMILES: [Cl:1][C:2]1[CH:7]=[CH:6][C:5]([S:8]([NH:11][C:12]2[C:13]([C:19]3[N:23]([CH:24]([CH3:26])[CH3:25])[CH:22]=[N:21][N:20]=3)=[N:14][CH:15]=[C:16]([Cl:18])[CH:17]=2)(=[O:10])=[O:9])=[CH:4][C:3]=1[C:27]([F:30])([F:29])[F:28].[CH3:31][N+:32]([CH3:34])=[CH2:33].[I-]>CN(C=O)C>[Cl:1][C:2]1[CH:7]=[CH:6][C:5]([S:8]([NH:11][C:12]2[C:13]([C:19]3[N:23]([CH:24]([CH3:25])[CH3:26])[C:22]([CH2:31][N:32]([CH3:34])[CH3:33])=[N:21][N:20]=3)=[N:14][CH:15]=[C:16]([Cl:18])[CH:17]=2)(=[O:9])=[O:10])=[CH:4][C:3]=1[C:27]([F:30])([F:29])[F:28] |f:1.2|. Reported procedure: A 25 mL scintillation vial was charged with 4-Chloro-N-[5-chloro-2-(4-isopropyl-4H-1,2,4-triazol-3-yl)pyridin-3-yl]-3-(trifluoromethyl)benzenesulfonamide (60 mg, 0.14 mmol), Eschenmoser salt (25 mg, 0.2 mmol) and anhydrous DMF (2 mL). The resultant mixture was heated to 130° C. and stirred for 3 h. After cooling to room temperature, the residue was purified through preparative HPLC (10% to 90% gradient of MeCN-water) and dried (Lyophilizer) to afford the title compound. 1H NMR (400 MHz, CDCl3) 8... Starting materials: CC1(C)CNCCN1, CS(C)=O, COc1cc(CCc2cc(NC(=O)c3cnc(Cl)cn3)[nH]n2)cc(OC)c1. Product: COc1cc(CCc2cc(NC(=O)c3cnc(N4CCNC(C)(C)C4)cn3)[nH]n2)cc(OC)c1. RXN SMILES: [CH3:1][C:2]1([CH3:8])[NH:3][CH2:4][CH2:5][NH:6][CH2:7]1.[CH3:36][S:37]([CH3:38])=[O:39].[Cl:9][c:10]1[n:11][cH:12][c:13]([C:16](=[O:17])[NH:18][c:19]2[nH:20][n:21][c:22]([CH2:24][CH2:25][c:26]3[cH:27][c:28]([O:34][CH3:35])[cH:29][c:30]([O:32][CH3:33])[cH:31]3)[cH:23]2)[n:14][cH:15]1>>[CH3:1][C:2]1([CH3:8])[NH:3][CH2:4][CH2:5][N:6]([c:10]2[n:11][cH:12][c:13]([C:16](=[O:17])[NH:18][c:19]3[nH:20][n:21][c:22]([CH2:24][CH2:25][c:26]4[cH:27][c:28]([O:34][CH3:35])[cH:29][c:30]([O:32][CH3:33])[cH:31]4)[cH:23]3)[n:14][cH:15]2)[CH2:7]1.